describe an organic reaction: reactants, conditions, products, and yield From a dataset of the Open Reaction Database (ORD), a public repository of structured organic reaction records. The reactants are CNc1ncc2cc(-c3c(C)cnc4c(=O)[nH]ccc34)ccc2n1, O=P(Cl)(Cl)Cl. Yields the product CNc1ncc2cc(-c3c(C)cnc4c(Cl)nccc34)ccc2n1. RXN SMILES: [CH3:1][c:2]1[cH:3][n:4][c:5]2[c:6](=[O:24])[nH:7][cH:8][cH:9][c:10]2[c:11]1-[c:12]1[cH:13][c:14]2[cH:15][n:16][c:17]([NH:22][CH3:23])[n:18][c:19]2[cH:20][cH:21]1.[P:25]([Cl:26])([Cl:27])([Cl:28])=[O:29]>>[CH3:1][c:2]1[cH:3][n:4][c:5]2[c:6]([Cl:27])[n:7][cH:8][cH:9][c:10]2[c:11]1-[c:12]1[cH:13][c:14]2[cH:15][n:16][c:17]([NH:22][CH3:23])[n:18][c:19]2[cH:20][cH:21]1. Reactants: FC1(CC1)C(C)=O (1-(1-fluorocyclopropyl)ethanone), ClC1(CC1)C1=NN(C(=C1)C(=O)OCC)C (ethyl 3-(1-chlorocyclopropyl)-1-methyl-1H-pyrazole-5-carboxylate). Yields the product FC1(CC1)C1=NN(C(=C1)C(=O)OCC)C (Ethyl 3-(1-fluorocyclopropyl)-1-methyl-1H-pyrazole-5-carboxylate). As a reaction SMILES: [F:1][C:2]1([C:5](=O)[CH3:6])[CH2:4][CH2:3]1.ClC1(C2C=[C:15]([C:17]([O:19][CH2:20][CH3:21])=[O:18])[N:14]([CH3:22])[N:13]=2)CC1>>[F:1][C:2]1([C:5]2[CH:6]=[C:15]([C:17]([O:19][CH2:20][CH3:21])=[O:18])[N:14]([CH3:22])[N:13]=2)[CH2:4][CH2:3]1. Procedure details: Ethyl 3-(1-fluorocyclopropyl)-1-methyl-1H-pyrazole-5-carboxylate is prepared from 1-(1-fluorocyclopropyl)ethanone analogously to the process described in the synthesis of ethyl 3-(1-chlorocyclopropyl)-1-methyl-1H-pyrazole-5-carboxylate.